Dataset: the Open Reaction Database (ORD), a public repository of structured organic reaction records. Task: describe an organic reaction: reactants, conditions, products, and yield The reactants are C1CCOC1, [Na+], [OH-], CC(C)(C)OC(=O)CCO, O=S(=O)(c1ccccc1)c1no[n+]([O-])c1S(=O)(=O)c1ccccc1. Yields the product CC(C)(C)OC(=O)CCOc1no[n+]([O-])c1S(=O)(=O)c1ccccc1. RXN SMILES: [CH2:37]1[O:38][CH2:39][CH2:40][CH2:41]1.[Na+:2].[OH-:1].[OH:27][CH2:28][CH2:29][C:30](=[O:31])[O:32][C:33]([CH3:34])([CH3:35])[CH3:36].[c:3]1([S:9](=[O:10])(=[O:11])[c:12]2[n+:13]([O-:26])[o:14][n:15][c:16]2[S:17]([c:18]2[cH:19][cH:20][cH:21][cH:22][cH:23]2)(=[O:24])=[O:25])[cH:4][cH:5][cH:6][cH:7][cH:8]1>>[c:3]1([S:9](=[O:10])(=[O:11])[c:12]2[n+:13]([O-:26])[o:14][n:15][c:16]2[O:27][CH2:28][CH2:29][C:30](=[O:31])[O:32][C:33]([CH3:34])([CH3:35])[CH3:36])[cH:4][cH:5][cH:6][cH:7][cH:8]1. Starting materials: ClCC(CCC=1C=NC=CC1)O ((±)-α-(chloromethyl)-3-pyridinepropanol), C1(=CC=CC=C1)C1=C(C=CC=C1)O (2-phenylphenol), [OH-].[Na+] (sodium hydroxide). The solvent is C(C)O (ethanol). The product is C1(=C(C=CC=C1)OCC(CCC=1C=NC=CC1)O)C1=CC=CC=C1 ((±)-1-(Biphenyl-2-yloxy)-4-(3-pyridyl)-2-butanol). Isolated yield 34.9%. RXN SMILES: Cl[CH2:2][CH:3]([OH:12])[CH2:4][CH2:5][C:6]1[CH:7]=[N:8][CH:9]=[CH:10][CH:11]=1.[C:13]1([C:19]2[CH:24]=[CH:23][CH:22]=[CH:21][C:20]=2[OH:25])[CH:18]=[CH:17][CH:16]=[CH:15][CH:14]=1.[OH-].[Na+]>C(O)C>[C:19]1([C:13]2[CH:14]=[CH:15][CH:16]=[CH:17][CH:18]=2)[CH:24]=[CH:23][CH:22]=[CH:21][C:20]=1[O:25][CH2:2][CH:3]([OH:12])[CH2:4][CH2:5][C:6]1[CH:7]=[N:8][CH:9]=[CH:10][CH:11]=1 |f:2.3|. Reported procedure: Prepared according to the method described in Example 24b) from (±)-α-(chloromethyl)-3-pyridinepropanol (1.0 g, Example 24a), 2-phenylphenol (0.92 g), ethanol (45 ml) and aqueous sodium hydroxide (1.0 M, 5 ml) with heating at reflux for 1 hour. After work up the residue was purified by column chromatography over silica eluting with hexane:acetone (2:1) to give the title compound as a colourless oil (0.60 g).